From a dataset of the Open Reaction Database (ORD), a public repository of structured organic reaction records. describe an organic reaction: reactants, conditions, products, and yield The reactants are NC1=CC=CC=C1 (aniline), NC1=C(C=CC(=C1)O)NC(COC1=CC(=CC=C1)OCC)=O (N-(2-Amino-4-hydroxyphenyl)-2-(3-ethoxyphenoxy)acetamide), C(C(C)C)=O (isobutyraldehyde), resultant solution, C(C(C)C)=O (isobutyraldehyde), [BH3-]C#N.[Na+] (NaCNBH3), C(C(C)C)=O (isobutyraldehyde). Reagents/catalysts: [BH3-]C#N.[Na+].[Cl-].[Cl-].[Zn+2] (NaCNBH3 ZnCl2), [Cl-].[Cl-].[Zn+2] (ZnCl2). Run in CO (MeOH), C1CCOC1 (THF), CCOC(=O)C (EtOAc), CO (MeOH). Reaction conditions: time 10 minute. Product: C(C)OC=1C=C(OCC(=O)NC2=C(C=C(C=C2)O)NCC(C)C)C=CC1 (2-(3-Ethoxyphenoxy)-N-[4-hydroxy-2-(isobutylamino)phenyl]acetamide). Yield: 93.6%. As a reaction SMILES: [NH2:1][C:2]1[CH:7]=[C:6]([OH:8])[CH:5]=[CH:4][C:3]=1[NH:9][C:10](=[O:22])[CH2:11][O:12][C:13]1[CH:18]=[CH:17][CH:16]=[C:15]([O:19][CH2:20][CH3:21])[CH:14]=1.[CH:23](=O)[CH:24]([CH3:26])[CH3:25].[BH3-]C#N.[Na+].NC1C=CC=CC=1>CCOC(C)=O.[Cl-].[Cl-].[Zn+2].[BH3-]C#N.[Na+].[Cl-].[Cl-].[Zn+2].CO.C1COCC1>[CH2:20]([O:19][C:15]1[CH:14]=[C:13]([CH:18]=[CH:17][CH:16]=1)[O:12][CH2:11][C:10]([NH:9][C:3]1[CH:4]=[CH:5][C:6]([OH:8])=[CH:7][C:2]=1[NH:1][CH2:23][CH:24]([CH3:26])[CH3:25])=[O:22])[CH3:21] |f:2.3,6.7.8,9.10.11.12.13|. Procedure details: A 500 mL 3-neck flask fitted with a stir-bar, addition funnel, and an Ar inlet was charged with aniline 64 (9.20 g, 30.4 mmol), THF (100 mL), and MeOH (30 mL). To the resultant solution was added isobutyraldehyde (3.07 g, 3.89 mL, 42.6 mmol), and the mixture stirred 10 min at rt. Meanwhile, in a 250 mL flask fitted with a stir-bar and septum with an Ar inlet, NaCNBH3 (1M in THF, 43 mL, 43 mmol) was added to MeOH (80 mL). ZnCl2 (1M in Et2O, 21 mL, 21 mmol) was next added forming a cloudy mixture ... Starting materials: C1(=CC=CC=C1)S(=O)(=O)Cl (benzenesulfonyl chloride), BrC1=CC=C(C(CBr)=O)C=C1 (4-bromophenacyl bromide). Reagents/catalysts: [Zn] (zinc). Solvent: O1CCCC1.O (tetrahydrofuran water). Run at time 17 hour. Yields the product BrC1=CC=C(C=C1)C(CS(=O)(=O)C1=CC=CC=C1)=O (1-(4-bromophenyl)-2-[(phenyl)sulfonyl]ethan-1-one), solid. Yield: 36.6%. Reaction SMILES: [C:1]1([S:7](Cl)(=[O:9])=[O:8])[CH:6]=[CH:5][CH:4]=[CH:3][CH:2]=1.[Br:11][C:12]1[CH:21]=[CH:20][C:15]([C:16](=[O:19])[CH2:17]Br)=[CH:14][CH:13]=1>[Zn].O1CCCC1.O>[Br:11][C:12]1[CH:21]=[CH:20][C:15]([C:16](=[O:19])[CH2:17][S:7]([C:1]2[CH:6]=[CH:5][CH:4]=[CH:3][CH:2]=2)(=[O:9])=[O:8])=[CH:14][CH:13]=1 |f:3.4|. Procedure details: To benzenesulfonyl chloride (0.5 mL, 3.92 mmol) in 4:1 v/v tetrahydrofuran-water (20 mL) was added powdered zinc (282 mg, 4.31 mmol, 1.1 eq.) followed by 4-bromophenacyl bromide (1.31 g, 4.70 mmol, 1.2 eq.). The reaction mixture was stirred at room temperature for 17 hours. The volatile solvent was evaporated under reduced pressure and poured into water. The reaction was extracted with ethyl acetate (2×150 mL), and the combined organic layers were washed with brine (1×100 mL), dried (MgSO4), fil... RXN SMILES: [C:6]([CH2:7][CH2:8][n:10]1[c:11]([S:18][c:19]2[cH:20][cH:21][c:22]([N+:25](=[O:26])[O-:27])[cH:23][cH:24]2)[n:12][c:13]([N+:15](=[O:16])[O-:17])[cH:14]1)#[N:9].[CH3:30][CH2:31][O:32][C:33](=[O:34])[CH3:35].[ClH:28].[O:1]1[CH2:2][CH2:3][CH2:4][CH2:5]1.[OH2:29]>>[nH:10]1[c:11]([S:18][c:19]2[cH:20][cH:21][c:22]([N+:25](=[O:26])[O-:27])[cH:23][cH:24]2)[n:12][c:13]([N+:15](=[O:16])[O-:17])[cH:14]1. The product is O=[N+]([O-])c1ccc(Sc2nc([N+](=O)[O-])c[nH]2)cc1. Starting materials: N#CCCn1cc([N+](=O)[O-])nc1Sc1ccc([N+](=O)[O-])cc1, CCOC(C)=O, Cl, C1CCOC1, O. The reactants are OC1=C(C(=O)O)C=C(C=C1)OCCCCCCC1=C(C(=CC=C1)OCC1=CC=CC=C1)OCC1=CC=CC=C1 (2-hydroxy-5-[6-[2,3-bis(phenylmethoxy)phenyl]hexyloxy]benzoic acid), [H][H] (hydrogen). Reagents/catalysts: [Pd] (palladium on carbon). Run in CO (methanol). The product is OC1=C(C(=O)O)C=C(C=C1)OCCCCCCC1=C(C(=CC=C1)O)O (2-hydroxy-5-[6-(2,3-dihydroxyphenyl)hexyloxy]benzoic acid). Yield: 69.1%. Reaction SMILES: [OH:1][C:2]1[CH:10]=[CH:9][C:8]([O:11][CH2:12][CH2:13][CH2:14][CH2:15][CH2:16][CH2:17][C:18]2[CH:23]=[CH:22][CH:21]=[C:20]([O:24]CC3C=CC=CC=3)[C:19]=2[O:32]CC2C=CC=CC=2)=[CH:7][C:3]=1[C:4]([OH:6])=[O:5].[H][H]>[Pd].CO>[OH:1][C:2]1[CH:10]=[CH:9][C:8]([O:11][CH2:12][CH2:13][CH2:14][CH2:15][CH2:16][CH2:17][C:18]2[CH:23]=[CH:22][CH:21]=[C:20]([OH:24])[C:19]=2[OH:32])=[CH:7][C:3]=1[C:4]([OH:6])=[O:5]. Reported procedure: A mixture of 0.22 g of 2-hydroxy-5-[6-[2,3-bis(phenylmethoxy)phenyl]hexyloxy]benzoic acid and 30 mg of 10% palladium on carbon in 10 ml of methanol was stirred in a hydrogen atmosphere for 5 hours. Workup as in example 36 and recrystallization from acetone-hexane gave 0.10 g, mp 159°-161° of 2-hydroxy-5-[6-(2,3-dihydroxyphenyl)hexyloxy]benzoic acid. Starting materials: COC=1C=CC(=C(C1)NC(OC(C)(C)C)=O)C (tert-butyl (5-methoxy-2-methylphenyl)carbamate), C(C)(CC)[Li] (sec-butyllithium), CON(C(=O)C1(CC1)C)C (N-methoxy-N,1-dimethylcyclopropane carboxamide), [Cl-].[NH4+] (ammonium chloride). Run in O1CCCC1 (tetrahydrofuran), O1CCCC1 (tetrahydrofuran), O (water). Run at time 45 minute. The product is COC=1C=CC(=C(C1)NC(OC(C)(C)C)=O)CC(=O)C1(CC1)C (Tert-Butyl {5-methoxy-2-[2-(1-methylcyclopropyl)-2-oxoethyl]phenyl}carbamate). Isolated yield 65.8%. As a reaction SMILES: [CH3:1][O:2][C:3]1[CH:4]=[CH:5][C:6]([CH3:17])=[C:7]([NH:9][C:10](=[O:16])[O:11][C:12]([CH3:15])([CH3:14])[CH3:13])[CH:8]=1.C([Li])(CC)C.CON(C)[C:26]([C:28]1([CH3:31])[CH2:30][CH2:29]1)=[O:27].[Cl-].[NH4+]>O1CCCC1.O>[CH3:1][O:2][C:3]1[CH:4]=[CH:5][C:6]([CH2:17][C:26]([C:28]2([CH3:31])[CH2:30][CH2:29]2)=[O:27])=[C:7]([NH:9][C:10](=[O:16])[O:11][C:12]([CH3:13])([CH3:14])[CH3:15])[CH:8]=1 |f:3.4|. Procedure: Under an argon atmosphere, to a solution of tert-butyl (5-methoxy-2-methylphenyl)carbamate (2.00 g) in tetrahydrofuran (42 mL) was slowly added dropwise sec-butyllithium (1.08 mol/L hexane-cyclohexane solution, 22 mL) at −45° C., and the mixture was stirred for 45 minutes. Then, a solution of N-methoxy-N,1-dimethylcyclopropane carboxamide (1.33 g) in tetrahydrofuran (4.2 mL) was added dropwise thereto, and the mixture was stirred at −45° C. for 45 minutes, and then stirred at room temperature fo...